From a dataset of the Open Reaction Database (ORD), a public repository of structured organic reaction records. describe an organic reaction: reactants, conditions, products, and yield Starting materials: C(C1=CC=CC=C1)OCC1=NN=C(C2=CC(=CC=C12)OC)Cl (4-benzyloxymethyl-1-chloro-7-methoxyphthalazine), NC1CCN(CC1)CC1=CC2=CC=CC=C2C=C1 (4-amino-1-(naphthalen-2-ylmethyl)piperidine). Product: Cl.Cl.C(C1=CC=CC=C1)OCC1=NN=C(C2=CC(=CC=C12)OC)NC1CCN(CC1)CC1=CC2=CC=CC=C2C=C1 (4-Benzyloxymethyl-7-methoxy-N-[1-(naphthalen-2-ylmethyl)piperidin-4-yl]phthalazin-1-amine dihydrochloride). RXN SMILES: [CH2:1]([O:8][CH2:9][C:10]1[C:19]2[C:14](=[CH:15][C:16]([O:20][CH3:21])=[CH:17][CH:18]=2)[C:13]([Cl:22])=[N:12][N:11]=1)[C:2]1[CH:7]=[CH:6][CH:5]=[CH:4][CH:3]=1.[NH2:23][CH:24]1[CH2:29][CH2:28][N:27]([CH2:30][C:31]2[CH:40]=[CH:39][C:38]3[C:33](=[CH:34][CH:35]=[CH:36][CH:37]=3)[CH:32]=2)[CH2:26][CH2:25]1>>[ClH:22].[ClH:22].[CH2:1]([O:8][CH2:9][C:10]1[C:19]2[C:14](=[CH:15][C:16]([O:20][CH3:21])=[CH:17][CH:18]=2)[C:13]([NH:23][CH:24]2[CH2:25][CH2:26][N:27]([CH2:30][C:31]3[CH:40]=[CH:39][C:38]4[C:33](=[CH:34][CH:35]=[CH:36][CH:37]=4)[CH:32]=3)[CH2:28][CH2:29]2)=[N:12][N:11]=1)[C:2]1[CH:7]=[CH:6][CH:5]=[CH:4][CH:3]=1 |f:2.3.4|. Reported procedure: This compound is obtained according to the procedure described in 1.4. by reacting 4-benzyloxymethyl-1-chloro-7-methoxyphthalazine with 4-amino-1-(naphthalen-2-ylmethyl)piperidine. Reported procedure: A solution of compound 4-(2-Fluoro-4-nitrophenyl)butanenitrile (72) (47 mg, 0.23 mmol), Fe (78 mg, 1.40 mmol) and acetic acid (1 mL) in ethyl acetate (3 mL) was heated under reflux for 2 h. The reaction mixture was allowed to cool to 21° C. and then filtered. The organic layer was concentrated and the residue was purified with silica gel column chromatography (dichloromethane:acetone, 9:1) to give desired 4-(4-Amino-2-fluorophenyl)butanenitrile (71) (33 mg, 83%): 1H NMR δ 6.98-7.01 (m, 1H), 6.46... Reaction conditions: temperature 21 celsius. The yield is 80.5%. Reaction SMILES: [F:1][C:2]1[CH:7]=[C:6]([N+:8]([O-])=O)[CH:5]=[CH:4][C:3]=1[CH2:11][CH2:12][CH2:13][C:14]#[N:15].C(O)(=O)C>C(OCC)(=O)C.[Fe]>[NH2:8][C:6]1[CH:5]=[CH:4][C:3]([CH2:11][CH2:12][CH2:13][C:14]#[N:15])=[C:2]([F:1])[CH:7]=1. Reagents/catalysts: [Fe] (Fe). Solvent: C(C)(=O)OCC (ethyl acetate). The product is NC1=CC(=C(C=C1)CCCC#N)F (4-(4-Amino-2-fluorophenyl)butanenitrile). Reactants: FC1=C(C=CC(=C1)[N+](=O)[O-])CCCC#N (4-(2-Fluoro-4-nitrophenyl)butanenitrile), C(C)(=O)O (acetic acid). Reactants: C1(CC1)NC=1C2=C(N=CN1)C(=CS2)C(=O)NC=2C=C(C(=O)O)C=CC2C (3-(4-(Cyclopropylamino)thieno[3,2-d]pyrimidine-7-carboxamido)-4-methylbenzoic acid), C(C)N1CCN(CC1)C1=CC=C(C=N1)N (6-(4-ethylpiperazine-1-yl)pyridine-3-amine). Product: C1(CC1)NC=1C2=C(N=CN1)C(=CS2)C(=O)NC2=C(C=CC(=C2)C(NC=2C=NC(=CC2)N2CCN(CC2)CC)=O)C (4-(Cyclopropylamino)-N-(5-(6-(4-ethylpiperazine-1-yl)pyridine-3-ylcarbamoyl)-2-methylphenyl)thieno[3,2-d]pyrimidine-7-carboxamide). RXN SMILES: [CH:1]1([NH:4][C:5]2[C:6]3[S:13][CH:12]=[C:11]([C:14]([NH:16][C:17]4[CH:18]=[C:19]([CH:23]=[CH:24][C:25]=4[CH3:26])[C:20]([OH:22])=O)=[O:15])[C:7]=3[N:8]=[CH:9][N:10]=2)[CH2:3][CH2:2]1.[CH2:27]([N:29]1[CH2:34][CH2:33][N:32]([C:35]2[N:40]=[CH:39][C:38]([NH2:41])=[CH:37][CH:36]=2)[CH2:31][CH2:30]1)[CH3:28]>>[CH:1]1([NH:4][C:5]2[C:6]3[S:13][CH:12]=[C:11]([C:14]([NH:16][C:17]4[CH:18]=[C:19]([C:20](=[O:22])[NH:41][C:38]5[CH:39]=[N:40][C:35]([N:32]6[CH2:33][CH2:34][N:29]([CH2:27][CH3:28])[CH2:30][CH2:31]6)=[CH:36][CH:37]=5)[CH:23]=[CH:24][C:25]=4[CH3:26])=[O:15])[C:7]=3[N:8]=[CH:9][N:10]=2)[CH2:2][CH2:3]1. Reported procedure: The procedure of Step 5 of Example 1 was repeated except for using 3-(4-(cyclopropylamino)thieno[3,2-d]pyrimidine-7-carboxamido)-4-methylbenzoic acid obtained in Step 3 of Example 21 and 6-(4-ethylpiperazine-1-yl)pyridine-3-amine to obtain the title compound (see Table 1). Starting materials: CS(C)=O, [O-][Cl+][O-], O=Cc1cc2cncc(I)c2o1, [K+], [Na+], O, O=P([O-])(O)O. Yields the product O=C(O)c1cc2cncc(I)c2o1. Reaction SMILES: [CH3:24][S:25]([CH3:26])=[O:27].[Cl+:19]([O-:20])[O-:21].[I:7][c:8]1[c:9]2[c:10]([cH:11][n:12][cH:13]1)[cH:14][c:15]([CH:17]=[O:18])[o:16]2.[K+:6].[Na+:22].[OH2:23].[P:1]([O-:2])([OH:3])([OH:4])=[O:5]>>[I:7][c:8]1[c:9]2[c:10]([cH:11][n:12][cH:13]1)[cH:14][c:15]([C:17](=[O:18])[OH:20])[o:16]2. Starting materials: C(CCC)[Li] (n-butyllithium), C[C@H](NCC1=CC=CC=C1)C1=CC=CC=C1 ((S)-alpha-methyl-N-(phenylmethyl)-benzenemethanamine), C(\C=C\C)(=O)OCC (ethyl crotonate). Solvent: C1CCOC1 (THF). Conditions: time 20 minute. Product: C(C1=CC=CC=C1)N1CC(C[C@@H]1C)=O ((S)-N-Benzyl-5-methylpyrrolidin-3-one). Yield: 158.3%. Reaction SMILES: C[C@@H:2]([C:11]1[CH:16]=[CH:15][CH:14]=[CH:13][CH:12]=1)[NH:3][CH2:4][C:5]1C=C[CH:8]=[CH:7][CH:6]=1.C([Li])CCC.C(OCC)(=[O:26])/C=C/C>C1COCC1>[CH2:2]([N:3]1[C@@H:7]([CH3:8])[CH2:6][C:5](=[O:26])[CH2:4]1)[C:11]1[CH:16]=[CH:15][CH:14]=[CH:13][CH:12]=1. Procedure: To a stirred solution of 20.394 g (96.513 mmol) of (S)-alpha-methyl-N-(phenylmethyl)-benzenemethanamine (from Example 5) in 400 mL of THF, cooled to 0° C., was added, over a 10 minute period, 38.61 g (96.525 mmol) of n-butyllithium, and the reaction was stirred for an additional 15 minutes. To this solution was added 10.00 mL (80.427 mmol) of ethyl crotonate with stirring over a 20 minute period, and the solution was stirred for an additional 20 minutes. The reaction was quenched by addition of ... Yields the product CCOC(=O)c1ccc2ncc(S(C)(=O)=O)c(-c3ccccc3)c2c1. RXN SMILES: [CH2:1]([CH3:2])[O:3][C:4](=[O:5])[c:6]1[cH:7][c:8]2[c:9]([Cl:20])[c:10]([S:16](=[O:17])(=[O:18])[CH3:19])[cH:11][n:12][c:13]2[cH:14][cH:15]1.[CH3:36][O:37][CH2:38][CH2:39][O:40][CH3:41].[Na+:30].[Na+:31].[O-:32][C:33](=[O:34])[O-:35].[OH:21][B:22]([OH:23])[c:24]1[cH:25][cH:26][cH:27][cH:28][cH:29]1.[Pd:42].[c:100]1([P:101]([c:102]2[cH:103][cH:104][cH:105][cH:106][cH:107]2)[c:108]2[cH:109][cH:110][cH:111][cH:112][cH:113]2)[cH:114][cH:115][cH:116][cH:117][cH:118]1.[c:43]1([P:44]([c:45]2[cH:46][cH:47][cH:48][cH:49][cH:50]2)[c:51]2[cH:52][cH:53][cH:54][cH:55][cH:56]2)[cH:57][cH:58][cH:59][cH:60][cH:61]1.[c:62]1([P:63]([c:64]2[cH:65][cH:66][cH:67][cH:68][cH:69]2)[c:70]2[cH:71][cH:72][cH:73][cH:74][cH:75]2)[cH:76][cH:77][cH:78][cH:79][cH:80]1.[c:81]1([P:82]([c:83]2[cH:84][cH:85][cH:86][cH:87][cH:88]2)[c:89]2[cH:90][cH:91][cH:92][cH:93][cH:94]2)[cH:95][cH:96][cH:97][cH:98][cH:99]1>>[CH2:1]([CH3:2])[O:3][C:4](=[O:5])[c:6]1[cH:7][c:8]2[c:9](-[c:24]3[cH:25][cH:26][cH:27][cH:28][cH:29]3)[c:10]([S:16](=[O:17])(=[O:18])[CH3:19])[cH:11][n:12][c:13]2[cH:14][cH:15]1. The reactants are CCOC(=O)c1ccc2ncc(S(C)(=O)=O)c(Cl)c2c1, COCCOC, [Na+], [Na+], O=C([O-])[O-], OB(O)c1ccccc1, [Pd], c1ccc(P(c2ccccc2)c2ccccc2)cc1, c1ccc(P(c2ccccc2)c2ccccc2)cc1, c1ccc(P(c2ccccc2)c2ccccc2)cc1, c1ccc(P(c2ccccc2)c2ccccc2)cc1. The reactants are C1(=CC=CC=C1)C=1N(C(=C(N1)C1=CC=CC=C1)C1=CC=CC=C1)CCCCCCCBr (2,4,5-triphenyl-1-(7-bromoheptyl)-imidazole), P(OCC)(OCC)OCC (triethyl phosphite). The solvent is C=1(C(=CC=CC1)C)C (xylene). Yields the product C1(=CC=CC=C1)C=1N(C(=C(N1)C1=CC=CC=C1)C1=CC=CC=C1)CCCCCCCP(OCC)(=O)OCC (diethyl 7-(2,4,5-triphenylimidazol-1-yl)heptane-phosphonate). The yield is 34.7%. RXN SMILES: [C:1]1([C:7]2[N:8]([CH2:24][CH2:25][CH2:26][CH2:27][CH2:28][CH2:29][CH2:30]Br)[C:9]([C:18]3[CH:23]=[CH:22][CH:21]=[CH:20][CH:19]=3)=[C:10]([C:12]3[CH:17]=[CH:16][CH:15]=[CH:14][CH:13]=3)[N:11]=2)[CH:6]=[CH:5][CH:4]=[CH:3][CH:2]=1.[P:32]([O:39]CC)([O:36][CH2:37][CH3:38])[O:33][CH2:34][CH3:35]>C1(C)C(C)=CC=CC=1>[C:1]1([C:7]2[N:8]([CH2:24][CH2:25][CH2:26][CH2:27][CH2:28][CH2:29][CH2:30][P:32]([O:36][CH2:37][CH3:38])(=[O:39])[O:33][CH2:34][CH3:35])[C:9]([C:18]3[CH:23]=[CH:22][CH:21]=[CH:20][CH:19]=3)=[C:10]([C:12]3[CH:17]=[CH:16][CH:15]=[CH:14][CH:13]=3)[N:11]=2)[CH:6]=[CH:5][CH:4]=[CH:3][CH:2]=1. Reported procedure: A mixture of 2,4,5-triphenyl-1-(7-bromoheptyl)-imidazole (0.95 g) and triethyl phosphite (1.66 g) in xylene (5 ml) was heated at reflux temperature for 20 hours. The mixture was evaporated to an oil and chromatographed on silica gel (ethyl acetate/ethanol) to give diethyl 7-(2,4,5-triphenylimidazol-1-yl)heptane-phosphonate (0.37 g, 35%) as a light brown oil.